This data is from the Open Reaction Database (ORD), a public repository of structured organic reaction records. The task is: describe an organic reaction: reactants, conditions, products, and yield Reactants: Cl.C(C)(=O)C=1C=CC(=C(C1)C=1C2=C(N=CN1)C(=C(N2)C)C(=O)N[C@@H]2CC[C@H](CC2)N)OCC2CC2 (4-[5-acetyl-2-(cyclopropylmethoxy)phenyl]-N-(trans-4-aminocyclohexyl)-6-methyl-5H-pyrrolo[3,2-d]pyrimidine-7-carboxamide hydrochloride), C(C)(=O)O[C@H](C(=O)Cl)C ((2S)-1-chloro-1-oxopropan-2-yl acetate). The product is C(C)(=O)C=1C=CC(=C(C1)C=1C2=C(N=CN1)C(=C(N2)C)C(=O)N[C@@H]2CC[C@H](CC2)NC([C@H](C)O)=O)OCC2CC2 (4-[5-Acetyl-2-(cyclopropylmethoxy)phenyl]-N-(trans-4-{[(2S)-2-hydroxypropanoyl]amino}cyclohexyl)-6-methyl-5H-pyrrolo[3,2-d]pyrimidine-7-carboxamide). As a reaction SMILES: Cl.[C:2]([C:5]1[CH:6]=[CH:7][C:8]([O:31][CH2:32][CH:33]2[CH2:35][CH2:34]2)=[C:9]([C:11]2[C:12]3[NH:19][C:18]([CH3:20])=[C:17]([C:21]([NH:23][C@H:24]4[CH2:29][CH2:28][C@H:27]([NH2:30])[CH2:26][CH2:25]4)=[O:22])[C:13]=3[N:14]=[CH:15][N:16]=2)[CH:10]=1)(=[O:4])[CH3:3].C([O:39][C@@H:40]([CH3:44])[C:41](Cl)=[O:42])(=O)C>>[C:2]([C:5]1[CH:6]=[CH:7][C:8]([O:31][CH2:32][CH:33]2[CH2:34][CH2:35]2)=[C:9]([C:11]2[C:12]3[NH:19][C:18]([CH3:20])=[C:17]([C:21]([NH:23][C@H:24]4[CH2:29][CH2:28][C@H:27]([NH:30][C:41](=[O:42])[C@@H:40]([OH:39])[CH3:44])[CH2:26][CH2:25]4)=[O:22])[C:13]=3[N:14]=[CH:15][N:16]=2)[CH:10]=1)(=[O:4])[CH3:3] |f:0.1|. Procedure details: Starting from 4-[5-acetyl-2-(cyclopropylmethoxy)phenyl]-N-(trans-4-aminocyclohexyl)-6-methyl-5H-pyrrolo[3,2-d]pyrimidine-7-carboxamide hydrochloride (example D.f56) and commercially available (2S)-1-chloro-1-oxopropan-2-yl acetate the title compound is obtained as colorless solid. Starting materials: CC12C(CC(CC1)C2)O (1-methyl- 2-norbornanol), [H-].[Al+3].[Li+].[H-].[H-].[H-] (lithium-aluminum hydride), CC12C(CC(CC1)C2)O (1-methyl- 2-norbornanol). The product is C[C@]12C(CC(CC1)C2)O ((1S)-1-methyl-2-norbornanol). RXN SMILES: [CH3:1][C:2]12[CH2:8][CH:5]([CH2:6][CH2:7]1)[CH2:4][CH:3]2[OH:9].[H-].[Al+3].[Li+].[H-].[H-].[H-]>>[CH3:1][C@@:2]12[CH2:8][CH:5]([CH2:6][CH2:7]1)[CH2:4][CH:3]2[OH:9] |f:1.2.3.4.5.6|. Procedure: Norbornanone (I) is reacted with methylmagnesium iodide to give 2-methyl-2-norbornanol (II). The compound (II) is reacted with acetic acid and a 75% solution of sulfuric acid to give 2-acetoxy-1-methylnorbornane (III) which is then converted into 1-methyl- 2-norbornanol (IV) with lithium-aluminum hydride. Then the compound (IV) is enzymatically resolved according to the method reported by Christian Triantaphylides et al., Tetrahedron Letters, 26(15), 1857 (1985) to give (1S)-1-methyl-2-norbornan... Reactants: COC(C1=C(C(=C(C(=C1)N)NC)Cl)N)=O (2,5-diamino-3-chloro-4-methylamino-benzoic acid methyl ester), Cl.C1(CC1)C(=N)N (cyclopropane carboxamidine hydrochloride), CCO (EtOH), Cl.C1(CC1)C(=N)N (cyclopropane carboxamidine hydrochloride), Cl.C1(CC1)C(=N)N (cyclopropane carboxamidine hydrochloride). Yields the product COC(=O)C1=CC2=C(N(C(=N2)C2CC2)C)C(=C1N)Cl (6-amino-7-chloro-2-cyclopropyl-1-methyl-1H-benzoimidazole-5-carboxylic acid methyl ester). The yield is 10.0%. As a reaction SMILES: [CH3:1][O:2][C:3](=[O:15])[C:4]1[CH:9]=[C:8]([NH2:10])[C:7]([NH:11][CH3:12])=[C:6]([Cl:13])[C:5]=1[NH2:14].Cl.[CH:17]1(C(N)=N)[CH2:19][CH2:18]1.[CH3:23]CO>>[CH3:1][O:2][C:3]([C:4]1[C:5]([NH2:14])=[C:6]([Cl:13])[C:7]2[N:11]([CH3:23])[C:12]([CH:17]3[CH2:19][CH2:18]3)=[N:10][C:8]=2[CH:9]=1)=[O:15] |f:1.2|. Reported procedure: To a suspension of 1 g (3.48 mmol) of 2,5-diamino-3-chloro-4-methylamino-benzoic acid methyl ester (synthesis described in example H7) in 153 ml of EtOH, is added 866 mg (6.97 mmol) of cyclopropane carboxamidine hydrochloride. After 24 hours of reaction under reflux, 866 mg (6.97 mmol) of cyclopropane carboxamidine hydrochloride were added more and the reaction is stirred under reflux 2 days more. Again 433 mg (3.48 mmol) of cyclopropane carboxamidine hydrochloride is added and after again 2 day... The reactants are BrCc1ccccc1, Cl, O=[N+]([O-])c1c(O)cc(F)cc1F, [H-], [Na+], CN(C)C=O. Product: O=[N+]([O-])c1c(F)cc(F)cc1OCc1ccccc1. As a reaction SMILES: [Br:15][CH2:16][c:17]1[cH:18][cH:19][cH:20][cH:21][cH:22]1.[ClH:28].[F:1][c:2]1[cH:3][c:4]([OH:12])[c:5]([N+:9](=[O:10])[O-:11])[c:6]([F:8])[cH:7]1.[H-:13].[Na+:14].[O:23]=[CH:24][N:25]([CH3:26])[CH3:27]>>[F:1][c:2]1[cH:3][c:4]([O:12][CH2:16][c:17]2[cH:18][cH:19][cH:20][cH:21][cH:22]2)[c:5]([N+:9](=[O:10])[O-:11])[c:6]([F:8])[cH:7]1.